This data is from the Open Reaction Database (ORD), a public repository of structured organic reaction records. The task is: describe an organic reaction: reactants, conditions, products, and yield Starting materials: acid chloride, BrC1=C(C=C(C(=O)O)C=C1)[N+](=O)[O-] (4-bromo-3-nitrobenzoic acid), S(=O)(Cl)Cl (thionyl chloride), NC1=CC=C(C=C1)C=1SC2=C(N1)C=CC(=C2)OC (2-(4-aminophenyl)-6-methoxybenzothiazole), Amide, CCN(C(C)C)C(C)C (Hunig's base). Run in C1CCOC1 (THF). The product is BrC1=C(C=C(C(=O)NC2=CC=C(C=C2)C=2SC3=C(N2)C=CC(=C3)OC)C=C1)[N+](=O)[O-] (4-Bromo-3-nitro-N-[4-(6-methoxybenzothiazol-2-yl)-phenyl]-benzamide). The yield is 77.9%. Reaction SMILES: [Br:1][C:2]1[CH:10]=[CH:9][C:5]([C:6]([OH:8])=O)=[CH:4][C:3]=1[N+:11]([O-:13])=[O:12].S(Cl)(Cl)=O.[NH2:18][C:19]1[CH:24]=[CH:23][C:22]([C:25]2[S:26][C:27]3[CH:33]=[C:32]([O:34][CH3:35])[CH:31]=[CH:30][C:28]=3[N:29]=2)=[CH:21][CH:20]=1.CCN(C(C)C)C(C)C>C1COCC1>[Br:1][C:2]1[CH:10]=[CH:9][C:5]([C:6]([NH:18][C:19]2[CH:20]=[CH:21][C:22]([C:25]3[S:26][C:27]4[CH:33]=[C:32]([O:34][CH3:35])[CH:31]=[CH:30][C:28]=4[N:29]=3)=[CH:23][CH:24]=2)=[O:8])=[CH:4][C:3]=1[N+:11]([O-:13])=[O:12]. Procedure: A mixture of 4-bromo-3-nitrobenzoic acid (0.24 g, 0.976 mmol) and thionyl chloride (5 ml) was heated under reflux for 3 h. The reaction mixture was cooled to room temperature and the excess reagent and solvent was removed under reduced pressure to give the crude acid chloride. The amide was prepared as described in the Amide Coupling section using the crude acid chloride, 2-(4-aminophenyl)-6-methoxybenzothiazole (0.25 g, 0.976 mmol) and Hunig's base (0.151 g, 1.17 mmol) in dry THF (10 ml) to giv...